This data is from the Open Reaction Database (ORD), a public repository of structured organic reaction records. The task is: describe an organic reaction: reactants, conditions, products, and yield The reactants are A5, ClC=1C2=C(N=CN1)NCCC2 (4-chloro-5,6,7,8-tetrahydropyrido[2,3-d]pyrimidine), FC1=C(C=C(C=C1)C=1N=C(N(C1)CCN(C)C)C1CCNCC1)C(F)(F)F (2-(4-(4-fluoro-3-(trifluoromethyl)phenyl)-2-(piperidin-4-yl)-1H-imidazol-1-yl)-N,N-dimethylethanamine). Yields the product FC1=C(C=C(C=C1)C=1N=C(N(C1)CCN(C)C)C1CCN(CC1)C=1C2=C(N=CN1)NCCC2)C(F)(F)F ((2-{4-(4-Fluoro-3-trifluoromethyl-phenyl)-2-[1-(5,6,7,8-tetrahydro-pyrido[2,3-d]pyrimidin-4-yl)-piperidin-4-yl]-imidazol-1-yl}-ethyl)-dimethylamine). RXN SMILES: Cl[C:2]1[C:3]2[CH2:11][CH2:10][CH2:9][NH:8][C:4]=2[N:5]=[CH:6][N:7]=1.[F:12][C:13]1[CH:18]=[CH:17][C:16]([C:19]2[N:20]=[C:21]([CH:29]3[CH2:34][CH2:33][NH:32][CH2:31][CH2:30]3)[N:22]([CH2:24][CH2:25][N:26]([CH3:28])[CH3:27])[CH:23]=2)=[CH:15][C:14]=1[C:35]([F:38])([F:37])[F:36]>>[F:12][C:13]1[CH:18]=[CH:17][C:16]([C:19]2[N:20]=[C:21]([CH:29]3[CH2:34][CH2:33][N:32]([C:2]4[C:3]5[CH2:11][CH2:10][CH2:9][NH:8][C:4]=5[N:5]=[CH:6][N:7]=4)[CH2:31][CH2:30]3)[N:22]([CH2:24][CH2:25][N:26]([CH3:28])[CH3:27])[CH:23]=2)=[CH:15][C:14]=1[C:35]([F:36])([F:37])[F:38]. Procedure details: The title compound was prepared according to the procedure described for the preparation of A5 by using 4-chloro-5,6,7,8-tetrahydropyrido[2,3-d]pyrimidine coupling with 2-(4-(4-fluoro-3-(trifluoromethyl)phenyl)-2-(piperidin-4-yl)-1H-imidazol-1-yl)-N,N-dimethylethanamine. LC-MS (M+H=518, obsd.=518); Reactants: CC(=O)OI1(C2=CC=CC=C2C(=O)O1)(OC(=O)C)OC(=O)C (1,1,1-Tris(acetyloxy)-1,1-dihydro-1,2-benziodoxol-3(1H)-one), OCCC=1C=C(C=CC1)N1C(OCC1)=O (3-[3-(2-hydroxyethyl)phenyl]-1,3-oxazolidin-2-one). Run in ClCCl (dichloromethane). Reaction conditions: time 30 minute. Yields the product O=C1OCCN1C=1C=C(C=CC1)CC=O ([3-(2-oxo-1,3-oxazolidin-3-yl)phenyl]acetaldehyde). Yield: 89.0%. As a reaction SMILES: CC(OI1(OC(C)=O)(OC(C)=O)OC(=O)C2C1=CC=CC=2)=O.[OH:23][CH2:24][CH2:25][C:26]1[CH:27]=[C:28]([N:32]2[CH2:36][CH2:35][O:34][C:33]2=[O:37])[CH:29]=[CH:30][CH:31]=1>ClCCl>[O:37]=[C:33]1[N:32]([C:28]2[CH:27]=[C:26]([CH2:25][CH:24]=[O:23])[CH:31]=[CH:30][CH:29]=2)[CH2:36][CH2:35][O:34]1. Procedure details: 1,1,1-Tris(acetyloxy)-1,1-dihydro-1,2-benziodoxol-3(1H)-one (Dess-Martin periodinane, 709 mg, 1.67 mmol) was added to a solution of 3-[3-(2-hydroxyethyl)phenyl]-1,3-oxazolidin-2-one (315 mg, 1.52 mmol) in dichloromethane (10 mL). The mixture was stirred at room temperature for 30 min, then washed with aqueous sodium hydroxide solution (1M, 10 mL). The separated organic layer the latter was dried over magnesium sulfate and concentrated under reduced pressure affording the title compound in 89% yi...